From a dataset of the Open Reaction Database (ORD), a public repository of structured organic reaction records. describe an organic reaction: reactants, conditions, products, and yield The reactants are CCCC(=O)Cl, CC#N, CCN(C(C)C)C(C)C, Cl, Cc1nc2cccc(CN)c2c(=O)n1C1CCC(=O)NC1=O. Product: CCCC(=O)NCc1cccc2nc(C)n(C3CCC(=O)NC3=O)c(=O)c12. Reaction SMILES: [C:24]([CH2:25][CH2:26][CH3:27])(=[O:28])[Cl:29].[CH3:39][C:40]#[N:41].[CH:30]([N:31]([CH2:32][CH3:33])[CH:34]([CH3:35])[CH3:36])([CH3:37])[CH3:38].[ClH:1].[NH2:2][CH2:3][c:4]1[c:5]2[c:6](=[O:23])[n:7]([CH:15]3[C:16](=[O:22])[NH:17][C:18](=[O:21])[CH2:19][CH2:20]3)[c:8]([CH3:14])[n:9][c:10]2[cH:11][cH:12][cH:13]1>>[NH:2]([CH2:3][c:4]1[c:5]2[c:6](=[O:23])[n:7]([CH:15]3[C:16](=[O:22])[NH:17][C:18](=[O:21])[CH2:19][CH2:20]3)[c:8]([CH3:14])[n:9][c:10]2[cH:11][cH:12][cH:13]1)[C:24]([CH2:25][CH2:26][CH3:27])=[O:28].